Dataset: the Open Reaction Database (ORD), a public repository of structured organic reaction records. Task: describe an organic reaction: reactants, conditions, products, and yield The reactants are CC(=O)[O-], CCO, CC(C)CC=O, [NH4+], O=C(O)CC(=O)O. Yields the product CC(C)CC(N)CC(=O)O. Reaction SMILES: [CH3:15][C:16](=[O:17])[O-:18].[CH3:19][CH2:20][OH:21].[CH:1]([CH2:2][CH:3]([CH3:4])[CH3:5])=[O:6].[NH4+:14].[OH:7][C:8](=[O:9])[CH2:10][C:11](=[O:12])[OH:13]>>[CH:1]([CH2:2][CH:3]([CH3:4])[CH3:5])([CH2:10][C:8]([OH:7])=[O:9])[NH2:14]. Reactants: N#N (N2), NC1=C2C(=NC=N1)N(N=C2I)C(C)C=2OC(C1=CC=CC=C1C2C2=CCN(CC2)C(=O)OC(C)(C)C)=O (tert-butyl 4-(3-(1-(4-amino-3-iodo-1H-pyrazolo[3,4-d]pyrimidin-1-yl)ethyl)-1-oxo-1H-isochromen-4-yl)-5,6-dihydropyridine-1(2 H)-carboxylate), FC=1C=C(C=C(C1)O)B(O)O (3-fluoro-5-hydroxyphenylboronic acid), S-Phos Pd-G2, P(=O)([O-])([O-])[O-].[K+].[K+].[K+] (potassium phosphate), Cl (HCl). Run in C1CCOC1.O (THF water), C(=O)O (HCOOH), O.CC#N (water MeCN), C(=O)O (HCOOH), O.CC#N (water MeCN). Run at temperature 85 celsius, time 3 hour. Product: C(=O)O.NC1=C2C(=NC=N1)N(N=C2C2=CC(=CC(=C2)O)F)C(C)C=2OC(C1=CC=CC=C1C2C=2CCNCC2)=O (3-(1-(4-amino-3-(3-fluoro-5-hydroxyphenyl)-1H-pyrazolo[3,4-d]pyrimidin-1-yl)ethyl)-4-(1,2,3,6-tetrahydropyridin-4-yl)-1H-isochromen-1-one formate). Isolated yield 303.8%. Reaction SMILES: N#N.[NH2:3][C:4]1[N:9]=[CH:8][N:7]=[C:6]2[N:10]([CH:14]([C:16]3[O:17][C:18](=[O:39])[C:19]4[C:24]([C:25]=3[C:26]3[CH2:31][CH2:30][N:29](C(OC(C)(C)C)=O)[CH2:28][CH:27]=3)=[CH:23][CH:22]=[CH:21][CH:20]=4)[CH3:15])[N:11]=[C:12](I)[C:5]=12.[F:40][C:41]1[CH:42]=[C:43](B(O)O)[CH:44]=[C:45]([OH:47])[CH:46]=1.P([O-])([O-])([O-])=O.[K+].[K+].[K+].Cl>C1COCC1.O.C(O)=O.O.CC#N>[CH:18]([OH:39])=[O:17].[NH2:3][C:4]1[N:9]=[CH:8][N:7]=[C:6]2[N:10]([CH:14]([C:16]3[O:17][C:18](=[O:39])[C:19]4[C:24]([C:25]=3[C:26]3[CH2:31][CH2:30][NH:29][CH2:28][CH:27]=3)=[CH:23][CH:22]=[CH:21][CH:20]=4)[CH3:15])[N:11]=[C:12]([C:43]3[CH:44]=[C:45]([OH:47])[CH:46]=[C:41]([F:40])[CH:42]=3)[C:5]=12 |f:3.4.5.6,8.9,11.12,13.14|. Procedure details: N2 was bubbled for 5 min through a suspension of tert-butyl 4-(3-(1-(4-amino-3-iodo-1H-pyrazolo[3,4-d]pyrimidin-1-yl)ethyl)-1-oxo-1H-isochromen-4-yl)-5,6-dihydropyridine-1(2 H)-carboxylate (Intermediate D14, 735 mg, 1.197 mmol), 3-fluoro-5-hydroxyphenylboronic acid (0.28 g, 1.795 mmol), S-Phos-Pd-G2 (0.130 g, 0.179 mmol) and potassium phosphate (572 mg, 2.695 mmol) in THF/water 3:1 (8 ml). The mixture was heated at 85° C. for 1 hr by MW irradiation. A second run was performed in the same conditi... The reactants are N1(CCC1)CCCCCN1C2=NC(=NC(=C2N=C1OC)N)OCCCC (9-[5-(1-Azetidinyl)pentyl]-2-(butyloxy)-8-(methyloxy)-9H-purin-6-amine), C(CCC)OC1=NC(=C2N=C(N(C2=N1)CCCCCCl)OC)N (2-(butyloxy)-9-(5-chloropentyl)-8-(methyloxy)-9H-purin-6-amine), N1CCCCC1 (piperidine). The product is C(CCC)OC1=NC(=C2N=C(N(C2=N1)CCCCCN1CCCCC1)OC)N (2-(Butyloxy)-8-(methyloxy)-9-[5-(1-piperidinyl)pentyl]-9H-purin-6-amine). RXN SMILES: [N:1]1([CH2:5][CH2:6][CH2:7][CH2:8][CH2:9][N:10]2[C:18]([O:19][CH3:20])=[N:17][C:16]3[C:11]2=[N:12][C:13]([O:22][CH2:23][CH2:24][CH2:25][CH3:26])=[N:14][C:15]=3[NH2:21])[CH2:4][CH2:3][CH2:2]1.[CH2:27](OC1N=C2C(N=C(OC)N2CCCCCCl)=C(N)N=1)[CH2:28]CC.N1CCCCC1>>[CH2:23]([O:22][C:13]1[N:12]=[C:11]2[C:16]([N:17]=[C:18]([O:19][CH3:20])[N:10]2[CH2:9][CH2:8][CH2:7][CH2:6][CH2:5][N:1]2[CH2:4][CH2:28][CH2:27][CH2:3][CH2:2]2)=[C:15]([NH2:21])[N:14]=1)[CH2:24][CH2:25][CH3:26]. Procedure: Prepared similarly to Intermediate 27 from 2-(butyloxy)-9-(5-chloropentyl)-8-(methyloxy)-9H-purin-6-amine and piperidine. Starting materials: FCC(=O)OCC (ethyl fluoroacetate), N1CCOCC1 (morpholine), Cl (HCl). Run in C(Cl)Cl (methylene chloride). Conditions: temperature 70 celsius. Yields the product FCC(=O)N1CCOCC1 (2-Fluoro-1-morpholin-4-yl-ethanone). Yield: 74.4%. As a reaction SMILES: [F:1][CH2:2][C:3](OCC)=[O:4].[NH:8]1[CH2:13][CH2:12][O:11][CH2:10][CH2:9]1.Cl>C(Cl)Cl>[F:1][CH2:2][C:3]([N:8]1[CH2:13][CH2:12][O:11][CH2:10][CH2:9]1)=[O:4]. Procedure details: A mixture of ethyl fluoroacetate (50 g, 472 mmol) and morpholine (82 g, 944 mmol) was heated at 70° C. for 20 h. After cooling to ambient temperature, the mixture was added to a stirred mixture of 2 N HCl (240 mL) and methylene chloride (200 mL) over 20 min. The organic layer was separated and the aqueous layer was extracted with dichloromethane (200 mL×2). The combined organic phase was dried over anhydrous MgSO4 and concentrated in vacuo to give 51.7 g (74.6%) of the title compound. 1H NMR (40... RXN SMILES: [CH2:18]([CH2:19][CH3:20])[c:21]1[cH:22][c:23]([CH:30]=[O:31])[n:24][n:25]1[C:26]([CH3:27])([CH3:28])[CH3:29].[CH3:1][O:2][c:3]1[cH:4][cH:5][c:6]([N:9]2[CH2:10][CH2:11][N:12]([CH2:15][CH2:16][NH2:17])[CH2:13][CH2:14]2)[cH:7][cH:8]1>>[CH3:1][O:2][c:3]1[cH:4][cH:5][c:6]([N:9]2[CH2:10][CH2:11][N:12]([CH2:15][CH2:16][NH:17][CH2:30][c:23]3[cH:22][c:21]([CH2:18][CH2:19][CH3:20])[n:25]([C:26]([CH3:27])([CH3:28])[CH3:29])[n:24]3)[CH2:13][CH2:14]2)[cH:7][cH:8]1. Product: CCCc1cc(CNCCN2CCN(c3ccc(OC)cc3)CC2)nn1C(C)(C)C. Reactants: CCCc1cc(C=O)nn1C(C)(C)C, COc1ccc(N2CCN(CCN)CC2)cc1. The reactants are CC(C)(C)OC(=O)N1CCC(NC(=O)Nc2ccc(C#N)cc2)CC1C(=O)O, Cc1cc(N)c(N)cc1C, CCN(C(C)C)C(C)C, CN(C)C=O, O. Yields the product Cc1cc(N)c(NC(=O)C2CC(NC(=O)Nc3ccc(C#N)cc3)CCN2C(=O)OC(C)(C)C)cc1C. As a reaction SMILES: [C:11]([CH3:12])([CH3:13])([CH3:14])[O:15][C:16](=[O:17])[N:18]1[CH:19]([C:36](=[O:37])[OH:38])[CH2:20][CH:21]([NH:24][C:25](=[O:26])[NH:27][c:28]2[cH:29][cH:30][c:31]([C:34]#[N:35])[cH:32][cH:33]2)[CH2:22][CH2:23]1.[CH3:1][c:2]1[cH:3][c:4]([NH2:10])[c:5]([NH2:9])[cH:6][c:7]1[CH3:8].[CH:39]([N:40]([CH2:41][CH3:42])[CH:43]([CH3:44])[CH3:45])([CH3:46])[CH3:47].[O:49]=[CH:50][N:51]([CH3:52])[CH3:53].[OH2:48]>>[CH3:1][c:2]1[cH:3][c:4]([NH:10][C:36]([CH:19]2[N:18]([C:16]([O:15][C:11]([CH3:12])([CH3:13])[CH3:14])=[O:17])[CH2:23][CH2:22][CH:21]([NH:24][C:25](=[O:26])[NH:27][c:28]3[cH:29][cH:30][c:31]([C:34]#[N:35])[cH:32][cH:33]3)[CH2:20]2)=[O:37])[c:5]([NH2:9])[cH:6][c:7]1[CH3:8]. Starting materials: O=C1N(CN(C(N1C(C)C)=O)C)C (2,4-dioxo-hexahydro-1,5-dimethyl-3-isopropyl-s-triazine), BrBr (bromine). The solvent is C(Cl)Cl (methylene chloride). Reaction conditions: time 1 hour. Product: [Br-].O=C1[NH+](CN(C(N1C(C)C)=O)C)C (2,4-dioxo-1,2,3,4-tetrahydro-1,5-dimethyl-3-isopropyl-s-triazinium bromide). Isolated yield 75.1%. As a reaction SMILES: [O:1]=[C:2]1[N:7]([CH:8]([CH3:10])[CH3:9])[C:6](=[O:11])[N:5]([CH3:12])[CH2:4][N:3]1[CH3:13].[Br:14]Br>C(Cl)Cl>[Br-:14].[O:1]=[C:2]1[N:7]([CH:8]([CH3:9])[CH3:10])[C:6](=[O:11])[N:5]([CH3:12])[CH2:4][NH+:3]1[CH3:13] |f:3.4|. Reported procedure: 18.5 g (0.1 mol) of 2,4-dioxo-hexahydro-1,5-dimethyl-3-isopropyl-s-triazine are dissolved in 20 ml of methylene chloride and 24 g (0.15 mol) of bromine are added dropwise. After one hour, the orange-coloured precipitate which has separated out is filtered off and recrystallised from isopropanol. 20 g (75%) of 2,4-dioxo-1,2,3,4-tetrahydro-1,5-dimethyl-3-isopropyl-s-triazinium bromide of melting point 212°-214° C are obtained. Starting materials: ClC=1C(=C2C(=NC1)NC(=C2)C2=CC=C(C(=O)O)C=C2)C2=CN=C(S2)C2(CCC2)O (4-{5-chloro-4-[2-(1-hydroxycyclobutyl)-1,3-thiazol-5-yl]-1H-pyrrolo[2,3-b]pyridin-2-yl}benzoic acid), CN1CCNCC1 (1-methylpiperazine), CN1CCOCC1 (4-methylmorpholine), OC1=CC=CC=2NN=NC21 (hydroxybenzotriazole), Cl.CN(CCCN=C=NCC)C (N-(3-dimethylaminopropyl)-N′-ethylcarbodiimide hydrochloride). Run in CS(=O)C (dimethyl sulfoxide), CN(C=O)C (N,N-dimethylformamide). Run at temperature 45 celsius. Yields the product ClC=1C(=C2C(=NC1)NC(=C2)C2=CC=C(C=C2)C(=O)N2CCN(CC2)C)C2=CN=C(S2)C2(CCC2)O (1-[5-(5-chloro-2-{4-[(4-methylpiperazin-1-yl)carbonyl]phenyl}-1H-pyrrolo[2,3-b]pyridin-4-yl)-1,3-thiazol-2-yl]cyclobutanol). Reaction SMILES: [Cl:1][C:2]1[C:3]([C:20]2[S:24][C:23]([C:25]3([OH:29])[CH2:28][CH2:27][CH2:26]3)=[N:22][CH:21]=2)=[C:4]2[CH:10]=[C:9]([C:11]3[CH:19]=[CH:18][C:14]([C:15]([OH:17])=O)=[CH:13][CH:12]=3)[NH:8][C:5]2=[N:6][CH:7]=1.[CH3:30][N:31]1[CH2:36][CH2:35][NH:34][CH2:33][CH2:32]1.CN1CCOCC1.OC1C2N=NNC=2C=CC=1.Cl.CN(C)CCCN=C=NCC>CN(C)C=O.CS(C)=O>[Cl:1][C:2]1[C:3]([C:20]2[S:24][C:23]([C:25]3([OH:29])[CH2:28][CH2:27][CH2:26]3)=[N:22][CH:21]=2)=[C:4]2[CH:10]=[C:9]([C:11]3[CH:12]=[CH:13][C:14]([C:15]([N:34]4[CH2:35][CH2:36][N:31]([CH3:30])[CH2:32][CH2:33]4)=[O:17])=[CH:18][CH:19]=3)[NH:8][C:5]2=[N:6][CH:7]=1 |f:4.5|. Reported procedure: To a solution of 4-(5-chloro-4-(2-(1-hydroxycyclobutyl)thiazol-5-yl)-1H-pyrrolo[2,3-b]pyridin-2-yl)benzoic acid (Example 16C) (100 mg, 0.235 mmol) in N,N-dimethylformamide (1.17 mL) was added 1-methylpiperazine (78 μl, 0.704 mmol), 4-methylmorpholine (71.2 mg, 0.704 mmol), hydroxybenzotriazole (53.9 mg, 0.352 mmol), and N-(3-dimethylaminopropyl)-N′-ethylcarbodiimide hydrochloride (67.5 mg, 0.352 mmol). The solution was heated to 45° C. for 3 hours. The reaction was cooled to room temperature and... The reactants are Cc1ccc(-c2cccc(C(=O)CC(=O)Nc3cc(C(F)(F)F)c(N(C)C)cc3NC(=O)OC(C)(C)C)c2)c(C)n1, ClCCl, O=C(O)C(F)(F)F. Yields the product Cc1ccc(-c2cccc(C3=Nc4cc(N(C)C)c(C(F)(F)F)cc4NC(=O)C3)c2)c(C)n1. As a reaction SMILES: [C:1]([O:2][C:3](=[O:4])[NH:7][c:8]1[c:9]([NH:21][C:22]([CH2:23][C:24](=[O:5])[c:26]2[cH:27][c:28](-[c:32]3[c:33]([CH3:39])[n:34][c:35]([CH3:38])[cH:36][cH:37]3)[cH:29][cH:30][cH:31]2)=[O:40])[cH:10][c:11]([C:17]([F:18])([F:19])[F:20])[c:12]([N:14]([CH3:15])[CH3:16])[cH:13]1)([CH3:6])([CH3:25])[CH3:41].[Cl:49][CH2:50][Cl:51].[F:42][C:43]([F:44])([F:45])[C:46]([OH:47])=[O:48]>>[N:7]1=[C:24]([c:26]2[cH:27][c:28](-[c:32]3[c:33]([CH3:39])[n:34][c:35]([CH3:38])[cH:36][cH:37]3)[cH:29][cH:30][cH:31]2)[CH2:23][C:22](=[O:40])[NH:21][c:9]2[c:8]1[cH:13][c:12]([N:14]([CH3:15])[CH3:16])[c:11]([C:17]([F:18])([F:19])[F:20])[cH:10]2.